From a dataset of the Open Reaction Database (ORD), a public repository of structured organic reaction records. describe an organic reaction: reactants, conditions, products, and yield Reactants: C1CCOC1, CCOC(C)=O, Cl, COc1cc(NS(=O)(=O)N2CCC3(CC2)OCCO3)nc(SCc2cccc(F)c2F)n1. The product is COc1cc(NS(=O)(=O)N2CCC(=O)CC2)nc(SCc2cccc(F)c2F)n1. As a reaction SMILES: [CH2:34]1[O:35][CH2:36][CH2:37][CH2:38]1.[CH3:39][CH2:40][O:41][C:42](=[O:43])[CH3:44].[ClH:33].[F:1][c:2]1[c:3]([CH2:4][S:5][c:6]2[n:7][c:8]([O:26][CH3:27])[cH:9][c:10]([NH:12][S:13](=[O:14])(=[O:15])[N:16]3[CH2:17][CH2:18][C:19]4([O:20][CH2:23][CH2:22][O:21]4)[CH2:24][CH2:25]3)[n:11]2)[cH:28][cH:29][cH:30][c:31]1[F:32]>>[F:1][c:2]1[c:3]([CH2:4][S:5][c:6]2[n:7][c:8]([O:26][CH3:27])[cH:9][c:10]([NH:12][S:13](=[O:14])(=[O:15])[N:16]3[CH2:17][CH2:18][C:19](=[O:20])[CH2:24][CH2:25]3)[n:11]2)[cH:28][cH:29][cH:30][c:31]1[F:32]. Reactants: FC1=C(C=CC(=C1)F)NC1=NC(=C(C#N)C=C1)C=O (6-(2,4-difluorophenylamino)-2-formylnicotinonitrile), NN (hydrazine), CCO (EtOH). Run at time 15 minute. Yields the product FC1=C(C=CC(=C1)F)NC=1C=CC2=C(N=NC=C2N1)O (2-(2,4-difluorophenylamino)pyrido[3,2-d]pyridazin-5-ol). As a reaction SMILES: [F:1][C:2]1[CH:7]=[C:6]([F:8])[CH:5]=[CH:4][C:3]=1[NH:9][C:10]1[CH:17]=[CH:16]C(C#N)=[C:12]([CH:18]=O)[N:11]=1.[NH2:20][NH2:21].[CH3:22][CH2:23][OH:24]>>[F:1][C:2]1[CH:7]=[C:6]([F:8])[CH:5]=[CH:4][C:3]=1[NH:9][C:10]1[CH:17]=[CH:16][C:22]2[C:12]([N:11]=1)=[CH:18][N:21]=[N:20][C:23]=2[OH:24]. Procedure: To the product of step 3 in 3.0 mL of EtOH at 0° C. was added anhydrous hydrazine (0.16 mL, 5.1 mol). The ice bath was removed, and the homogeneous solution was stirred at RT for 15 min, then the EtOH was removed by rotovap. To the remaining mixture at RT was added 2.0 mL of glacial acetic acid, and the mixture stirred at RT for 5 min, then in an oil bath at 95° C. for 10 min. It was cooled to RT, and treated with 3 mL of water. The precipitated yellow solid was filtered, rinsed with 2×1 mL of w...